This data is from the Open Reaction Database (ORD), a public repository of structured organic reaction records. The task is: describe an organic reaction: reactants, conditions, products, and yield The reactants are O.C1(=CC(O)=CC(C)=C1)O (orcinol monohydrate), BrC=1C=C(C=CC1)S(=O)(=O)Cl (3-bromobenzenesulfonyl chloride), C(=O)(O)[O-].[Na+] (NaHCO3). The solvent is C(C)OCC (diethyl ether). Run at time 3 day. The product is BrC=1C=C(C=CC1)S(=O)(=O)OC=1C=C(C=C(C1)C)O (3-(3-Bromophenylsulfonyloxy)-5-methylphenol). Yield: 64.8%. As a reaction SMILES: O.[C:2]1([OH:10])[CH:9]=[C:7]([CH3:8])[CH:6]=[C:4]([OH:5])[CH:3]=1.[Br:11][C:12]1[CH:13]=[C:14]([S:18](Cl)(=[O:20])=[O:19])[CH:15]=[CH:16][CH:17]=1.C([O-])(O)=O.[Na+]>C(OCC)C>[Br:11][C:12]1[CH:13]=[C:14]([S:18]([O:5][C:4]2[CH:3]=[C:2]([OH:10])[CH:9]=[C:7]([CH3:8])[CH:6]=2)(=[O:20])=[O:19])[CH:15]=[CH:16][CH:17]=1 |f:0.1,3.4|. Reported procedure: To a solution of 534 mg (4.30 mmol) of orcinol monohydrate and 1.00 g (3.91 mmol) of 3-bromobenzenesulfonyl chloride in 25 mL of diethyl ether was added 25 mL of saturated aqueous NaHCO3 and the biphasic mixture was stirred vigorously at ambient temperature for 3 days. The layers were separated and the aqueous layer extracted with 2×30 mL of ethyl acetate. The combined organic layers were washed with 50 mL of brine, dried (Na2SO4) and concentrated to 1.4 g of an amber-colored resin. Chromatograp... Reactants: CC(=O)c1ccc(B(O)O)cc1, CC(=O)[O-], CC(=O)[O-], O=S1(=O)NC2CCCN2c2ccc(O)cc21, ClCCl, [Cu+2], c1ccncc1. The product is CC(=O)c1ccc(Oc2ccc3c(c2)S(=O)(=O)NC2CCCN32)cc1. As a reaction SMILES: [C:17]([CH3:18])(=[O:19])[c:20]1[cH:21][cH:22][c:23]([B:26]([OH:27])[OH:28])[cH:24][cH:25]1.[C:38]([O-:39])(=[O:40])[CH3:41].[C:43]([O-:44])(=[O:45])[CH3:46].[CH2:1]1[CH2:2][CH2:3][CH:4]2[NH:5][S:6](=[O:15])(=[O:16])[c:7]3[c:8]([cH:10][cH:11][c:12]([OH:14])[cH:13]3)[N:9]12.[CH2:35]([Cl:36])[Cl:37].[Cu+2:42].[cH:29]1[cH:30][cH:31][n:32][cH:33][cH:34]1>>[CH2:1]1[CH2:2][CH2:3][CH:4]2[NH:5][S:6](=[O:15])(=[O:16])[c:7]3[c:8]([cH:10][cH:11][c:12]([O:14][c:23]4[cH:22][cH:21][c:20]([C:17]([CH3:18])=[O:19])[cH:25][cH:24]4)[cH:13]3)[N:9]12. The reactants are N1CCC(CC1)N1C(NC2=NC=CC=C21)=O (1-piperidin-4-yl-1,3-dihydroimidazo[4,5-b]pyridin-2-one), ClC1=CC(=NC=N1)C(=O)C1=CC2=C(NC(S2)=O)C(=C1)C (6-(6-chloro-pyrimidine-4-carbonyl)-4-methyl-3H-benzothiazol-2-one), CCN(C(C)C)C(C)C (DIPEA). The solvent is CN(C)C=O (DMF), C(C)#N.O (acetonitrile water). Conditions: time 8 hour. The product is CC1=CC(=CC2=C1NC(S2)=O)C(=O)C2=CC(=NC=N2)N2CCC(CC2)N2C(NC1=NC=CC=C12)=O (1-{1-[6-(4-methyl-2-oxo-2,3-dihydro-benzothiazole-6-carbonyl)-pyrimidin-4-yl]-piperidin-4-yl}-1,3-dihydro-imidazo[4,5-b]pyridin-2-one). Reaction SMILES: [NH:1]1[CH2:6][CH2:5][CH:4]([N:7]2[C:15]3[C:10](=[N:11][CH:12]=[CH:13][CH:14]=3)[NH:9][C:8]2=[O:16])[CH2:3][CH2:2]1.Cl[C:18]1[N:23]=[CH:22][N:21]=[C:20]([C:24]([C:26]2[CH:35]=[C:34]([CH3:36])[C:29]3[NH:30][C:31](=[O:33])[S:32][C:28]=3[CH:27]=2)=[O:25])[CH:19]=1.CCN(C(C)C)C(C)C>CN(C=O)C.C(#N)C.O>[CH3:36][C:34]1[C:29]2[NH:30][C:31](=[O:33])[S:32][C:28]=2[CH:27]=[C:26]([C:24]([C:20]2[N:21]=[CH:22][N:23]=[C:18]([N:1]3[CH2:2][CH2:3][CH:4]([N:7]4[C:15]5[C:10](=[N:11][CH:12]=[CH:13][CH:14]=5)[NH:9][C:8]4=[O:16])[CH2:5][CH2:6]3)[CH:19]=2)=[O:25])[CH:35]=1 |f:4.5|. Procedure details: 50 mg (0.23 mmol) 1-piperidin-4-yl-1,3-dihydroimidazo[4,5-b]pyridin-2-one, 70.6 mg (0.23 mmol) 6-(6-chloro-pyrimidine-4-carbonyl)-4-methyl-3H-benzothiazol-2-one and 0.05 mL (0.27 mmol) DIPEA were combined in 2 mL DMF and shaken overnight at RT. The reaction mixture was taken up in acetonitrile/water and purified by preparative HPLC. The fractions containing the product were combined and freeze-dried. The reactants are C(=O)C=1C=CC(=C(C(=O)OCCC)C1)OCCC (propyl 5-formyl-2-propoxybenzoate), [OH-].[Na+] (sodium hydroxide), Cl (hydrochloric acid). The solvent is O1CCCC1.CO.O (tetrahydrofuran methanol water). Conditions: temperature 70 celsius. The product is C(=O)C=1C=CC(=C(C(=O)O)C1)OCCC (5-formyl-2-propoxybenzoic acid). Isolated yield 94.9%. RXN SMILES: [CH:1]([C:3]1[CH:4]=[CH:5][C:6]([O:15][CH2:16][CH2:17][CH3:18])=[C:7]([CH:14]=1)[C:8]([O:10]CCC)=[O:9])=[O:2].[OH-].[Na+].Cl>O1CCCC1.CO.O>[CH:1]([C:3]1[CH:4]=[CH:5][C:6]([O:15][CH2:16][CH2:17][CH3:18])=[C:7]([CH:14]=1)[C:8]([OH:10])=[O:9])=[O:2] |f:1.2,4.5.6|. Reported procedure: To a solution of propyl 5-formyl-2-propoxybenzoate (1.0 g, 4.0 mmol) in tetrahydrofuran/methanol/water (20 mL: 20 mL: 8 mL) is added 5 N sodium hydroxide solution (2 mL, 10 mmol). The mixture is heated in a 70° C. oil bath for three hours and then allowed to cool to room temperature. While acidifying to pH 1 with concentrated hydrochloric acid, a white solid precipitated, which is collected and discarded. The filtrate is concentrated under reduced pressure, and the solid residue is collected by ... Reactants: C(C1=CC=CC=C1)OC1COC2(C1)CCN(CC2)C(=O)OC(C)(C)C (tert-butyl 3-(benzyloxy)-1-oxa-8-azaspiro[4.5]decane-8-carboxylate), [H][H] (hydrogen). The reagents and catalysts are [C].[Pd] (palladium carbon). Solvent: O1CCCC1 (tetrahydrofuran). Run at time 8 hour. Yields the product OC1COC2(C1)CCN(CC2)C(=O)OC(C)(C)C (tert-butyl 3-hydroxy-1-oxa-8-azaspiro[4.5]decane-8-carboxylate). Yield: 89.1%. RXN SMILES: C([O:8][CH:9]1[CH2:13][C:12]2([CH2:18][CH2:17][N:16]([C:19]([O:21][C:22]([CH3:25])([CH3:24])[CH3:23])=[O:20])[CH2:15][CH2:14]2)[O:11][CH2:10]1)C1C=CC=CC=1.[H][H]>O1CCCC1.[C].[Pd]>[OH:8][CH:9]1[CH2:13][C:12]2([CH2:18][CH2:17][N:16]([C:19]([O:21][C:22]([CH3:25])([CH3:24])[CH3:23])=[O:20])[CH2:15][CH2:14]2)[O:11][CH2:10]1 |f:3.4|. Procedure details: 6.47 g of tert-butyl 3-(benzyloxy)-1-oxa-8-azaspiro[4.5]decane-8-carboxylate was dissolved in 100 ml tetrahydrofuran, 1.3 g palladium carbon was added thereto, and the mixture was stirred overnight in a hydrogen atmosphere. The catalyst was filtered off from the reaction solution, 1.3 g of palladium carbon was added thereto, and the solution was stirred overnight in a hydrogen atmosphere. The catalyst was filtered off from the reaction solution, 2.6 g of palladium carbon was added thereto, and t...